From a dataset of the Open Reaction Database (ORD), a public repository of structured organic reaction records. describe an organic reaction: reactants, conditions, products, and yield Starting materials: [Al+3], CCOCC, C=CCCCC1=CC(=O)CCC1(C)C, [H-], [H-], [H-], [H-], [Li+], [Na+], [OH-], O. The product is C=CCCCC1=CC(O)CCC1(C)C. Reaction SMILES: [Al+3:2].[CH3:24][CH2:25][O:26][CH2:27][CH3:28].[CH3:7][C:8]1([CH3:20])[C:9]([CH2:15][CH2:16][CH2:17][CH:18]=[CH2:19])=[CH:10][C:11](=[O:14])[CH2:12][CH2:13]1.[H-:1].[H-:4].[H-:5].[H-:6].[Li+:3].[Na+:23].[OH-:22].[OH2:21]>>[CH3:7][C:8]1([CH3:20])[C:9]([CH2:15][CH2:16][CH2:17][CH:18]=[CH2:19])=[CH:10][CH:11]([OH:14])[CH2:12][CH2:13]1.